Dataset: the Open Reaction Database (ORD), a public repository of structured organic reaction records. Task: describe an organic reaction: reactants, conditions, products, and yield The product is CC(c1ccccc1)C(O)C1CCCCC1. As a reaction SMILES: [CH2:25]1[O:26][CH2:27][CH2:28][CH2:29]1.[CH3:20][CH2:21][O:22][CH2:23][CH3:24].[CH:2]1([Mg+:8])[CH2:3][CH2:4][CH2:5][CH2:6][CH2:7]1.[Cl-:1].[ClH:19].[c:9]1([CH:15]([CH:16]=[O:17])[CH3:18])[cH:10][cH:11][cH:12][cH:13][cH:14]1>>[CH:2]1([CH:16]([CH:15]([c:9]2[cH:10][cH:11][cH:12][cH:13][cH:14]2)[CH3:18])[OH:17])[CH2:3][CH2:4][CH2:5][CH2:6][CH2:7]1. Reactants: C1CCOC1, CCOCC, [Mg+]C1CCCCC1, [Cl-], Cl, CC(C=O)c1ccccc1. Starting materials: CSCc1cc(N2CCOCC2C)nc(Cl)n1, ClCCl, O=C(OO)c1cccc(Cl)c1. Product: CC1COCCN1c1cc(CS(C)=O)nc(Cl)n1. RXN SMILES: [Cl:1][c:2]1[n:3][c:4]([CH2:15][S:16][CH3:17])[cH:5][c:6]([N:8]2[CH:9]([CH3:14])[CH2:10][O:11][CH2:12][CH2:13]2)[n:7]1.[Cl:29][CH2:30][Cl:31].[OH:18][O:19][C:20]([c:21]1[cH:22][c:23]([Cl:24])[cH:25][cH:26][cH:27]1)=[O:28]>>[Cl:1][c:2]1[n:3][c:4]([CH2:15][S:16]([CH3:17])=[O:18])[cH:5][c:6]([N:8]2[CH:9]([CH3:14])[CH2:10][O:11][CH2:12][CH2:13]2)[n:7]1. Reactants: CC1=C(C=CC=C1)CCC1=C(C=CC=C1)O (2-[2-(2-methylphenyl)ethyl]phenol), CC(C)([O-])C.[K+] (potassium t-butoxide), Cl.ClCCC1N(CCC1)C (2-(2-chloroethyl)-1-methylpyrrolidine hydrochloride). Run in CC(=O)N(C)C (dimethylacetamide). Product: CN1C(CCC1)CCOC1=C(C=CC=C1)CCC1=C(C=CC=C1)C (1-Methyl-2-(2-{2-[2-(2-methylphenyl)ethyl]phenoxy}ethyl)pyrrolidine). The yield is 23.0%. As a reaction SMILES: [CH3:1][C:2]1[CH:7]=[CH:6][CH:5]=[CH:4][C:3]=1[CH2:8][CH2:9][C:10]1[CH:15]=[CH:14][CH:13]=[CH:12][C:11]=1[OH:16].CC(C)([O-])C.[K+].Cl.Cl[CH2:25][CH2:26][CH:27]1[CH2:31][CH2:30][CH2:29][N:28]1[CH3:32]>CC(N(C)C)=O>[CH3:32][N:28]1[CH2:29][CH2:30][CH2:31][CH:27]1[CH2:26][CH2:25][O:16][C:11]1[CH:12]=[CH:13][CH:14]=[CH:15][C:10]=1[CH2:9][CH2:8][C:3]1[CH:4]=[CH:5][CH:6]=[CH:7][C:2]=1[CH3:1] |f:1.2,3.4|. Procedure: Following a procedure similar to that described in Example 35(a), 1.00 g of 2-[2-(2-methylphenyl)ethyl]phenol (prepared as described in Preparation 24), 1.59 g of potassium t-butoxide and 1.73 g of 2-(2-chloroethyl)-1-methylpyrrolidine hydrochloride were reacted in 10 ml of dimethylacetamide. The mixture was then worked up as described in Example 35(a), and the crude product thus obtained was purified by column chromatography through silica gel, using a 10:1 by volume mixture of methylene chlori... Reactants: [I-].[Na+] (Sodium iodide), Cl[Si](C)(C)C (chlorotrimethylsilane), FC=1C(=NC=C(C1)OC(C(F)F)(F)F)OC (3-fluoro-2-methoxy-5-(1,1,2,2-tetrafluoroethoxy)pyridine). Solvent: C(C)#N (acetonitrile), C(Cl)Cl (methylene chloride). Yields the product FC=1C(=NC=C(C1)OC(C(F)F)(F)F)O (3-Fluoro-5-(1,1,2,2-tetrafluoroethoxy)-2-pyridinol). Reaction SMILES: [I-].[Na+].Cl[Si](C)(C)C.[F:8][C:9]1[C:10]([O:22]C)=[N:11][CH:12]=[C:13]([O:15][C:16]([F:21])([F:20])[CH:17]([F:19])[F:18])[CH:14]=1>C(#N)C.C(Cl)Cl>[F:8][C:9]1[C:10]([OH:22])=[N:11][CH:12]=[C:13]([O:15][C:16]([F:20])([F:21])[CH:17]([F:18])[F:19])[CH:14]=1 |f:0.1|. Reported procedure: Sodium iodide (1.80 g, 12.0 mmol) and then chlorotrimethylsilane (1.5 ml, 11.8 mmol) were added to a solution of 3-fluoro-2-methoxy-5-(1,1,2,2-tetrafluoroethoxy)pyridine (1.65 g, 6.79 mmol) in 8 ml of acetonitrile with stirring and under nitrogen and the mixture was heated at reflux for 2 5 hours. It was then allowed to cool and was diluted with 20 ml of methylene chloride. The resulting solution was extracted with water and with saturated aqueous sodium hydroxide, dried over sodium sulfate, and... The reactants are oximes, 1-[3,5-(bistrifluoromethyl)phenyl]ethanone oxime, ClC=1C=C(C=C(C1)Cl)C(C)=NO (1-[3,5-dichlorophenyl]ethanone oxime), Formula IV, FC(C=1C=C(C=CC1)C(C)=NO)(F)F (1-[3-(trifluoromethyl)phenyl]ethanone oxime), ClC=1N(C(N(N1)C)=O)C1=C(C=CC=C1)CCl (5-chloro-4-[2-(chloromethyl)phenyl]-2,4-dihydro-2-methyl-3H-1,2,4-triazol-3-one), 1-[3,5-(bistrifluoromethyl)phenyl]ethanone oxime. Yields the product ClC=1N(C(N(N1)C)=O)C1=C(C=CC=C1)CON=C(C)C1=CC(=CC=C1)C(F)(F)F (5-chloro-2,4-dihydro-2-methyl-4-[2-[[[[1-[3(trifluoromethyl)phenyl]-ethylidene]amino]oxy]methyl]phenyl]-3H-1,2,4-triazol-3-one). RXN SMILES: [F:1][C:2]([F:14])([F:13])[C:3]1[CH:4]=[C:5]([C:9](=[N:11][OH:12])[CH3:10])[CH:6]=[CH:7][CH:8]=1.ClC1C=C(C(=NO)C)C=C(Cl)C=1.[Cl:27][C:28]1[N:29]([C:35]2[CH:40]=[CH:39][CH:38]=[CH:37][C:36]=2[CH2:41]Cl)[C:30](=[O:34])[N:31]([CH3:33])[N:32]=1>>[Cl:27][C:28]1[N:29]([C:35]2[CH:40]=[CH:39][CH:38]=[CH:37][C:36]=2[CH2:41][O:12][N:11]=[C:9]([C:5]2[CH:6]=[CH:7][CH:8]=[C:3]([C:2]([F:13])([F:14])[F:1])[CH:4]=2)[CH3:10])[C:30](=[O:34])[N:31]([CH3:33])[N:32]=1. Procedure details: Preferred oximes of Formula IV for use in this process include 1-[3-(trifluoromethyl)phenyl]ethanone oxime, 1-[3,5-(bistrifluoromethyl)phenyl]ethanone oxime, and 1-[3,5-dichlorophenyl]ethanone oxime. Examples of the process of Step 2 include the reaction of 5-chloro-4-[2-(chloromethyl)phenyl]-2,4-dihydro-2-methyl-3H-1,2,4-triazol-3-one one with -1-[3,5-(bistrifluoromethyl)phenyl]ethanone oxime to form 5-chloro-2,4-dihydro-2-methyl-4-[2-[[[[1-[3(trifluoromethyl)phenyl]-ethylidene]amino]oxy]methyl... The reactants are CCc1c(COC(C)=O)nc(-c2ccc(OC)c(OC)c2)c2cc(OC)c(OC)cc12, CCC(=O)OCc1nc(-c2ccc(OC)c(OC)c2)c2cc(OC)c(OC)cc2c1CC, Cl, [Na+], [OH-]. Yields the product CCc1c(CO)nc(-c2ccc(OC)c(OC)c2)c2cc(OC)c(OC)cc12. RXN SMILES: [CH3:1][O:2][c:3]1[cH:4][c:5](-[c:11]2[n:12][c:13]([CH2:27][O:28][C:29](=[O:30])[CH3:31])[c:14]([CH2:25][CH3:26])[c:15]3[cH:16][c:17]([O:23][CH3:24])[c:18]([O:21][CH3:22])[cH:19][c:20]23)[cH:6][cH:7][c:8]1[O:9][CH3:10].[CH3:32][O:33][c:34]1[cH:35][c:36](-[c:37]2[c:38]3[c:39]([cH:40][c:41]([O:42][CH3:43])[c:44]([O:45][CH3:46])[cH:47]3)[c:48]([CH2:49][CH3:50])[c:51]([CH2:52][O:53][C:54](=[O:55])[CH2:56][CH3:57])[n:58]2)[cH:59][cH:60][c:61]1[O:62][CH3:63].[ClH:66].[Na+:65].[OH-:64]>>[CH3:1][O:2][c:3]1[cH:4][c:5](-[c:11]2[n:12][c:13]([CH2:27][OH:28])[c:14]([CH2:25][CH3:26])[c:15]3[cH:16][c:17]([O:23][CH3:24])[c:18]([O:21][CH3:22])[cH:19][c:20]23)[cH:6][cH:7][c:8]1[O:9][CH3:10]. Starting materials: CS(=O)(=O)OC(CO[C@@H]1CC[C@H](CC1)C=1OC2=C(N1)C=CC(=C2)OCC2CC2)C (2-({trans-4-[6-(cyclopropylmethoxy)-1,3-benzoxazol-2-yl]cyclohexyl}oxy)-1-methylethyl methanesulfonate), [N-]=[N+]=[N-].[Na+] (sodium azide). Solvent: CN(C)C=O (DMF). Run at temperature 60 celsius, time 8 hour. Yields the product N(=[N+]=[N-])C(CO[C@@H]1CC[C@H](CC1)C=1OC2=C(N1)C=CC(=C2)OCC2CC2)C (2-[trans-4-(2-azidopropoxy)cyclohexyl]-6-(cyclopropylmethoxy)-1,3-benzoxazole). The yield is 100.6%. Reaction SMILES: CS(O[CH:6]([CH3:29])[CH2:7][O:8][C@H:9]1[CH2:14][CH2:13][C@H:12]([C:15]2[O:16][C:17]3[CH:23]=[C:22]([O:24][CH2:25][CH:26]4[CH2:28][CH2:27]4)[CH:21]=[CH:20][C:18]=3[N:19]=2)[CH2:11][CH2:10]1)(=O)=O.[N-:30]=[N+:31]=[N-:32].[Na+]>CN(C=O)C>[N:30]([CH:6]([CH3:29])[CH2:7][O:8][C@H:9]1[CH2:14][CH2:13][C@H:12]([C:15]2[O:16][C:17]3[CH:23]=[C:22]([O:24][CH2:25][CH:26]4[CH2:28][CH2:27]4)[CH:21]=[CH:20][C:18]=3[N:19]=2)[CH2:11][CH2:10]1)=[N+:31]=[N-:32] |f:1.2|. Procedure details: A suspension of 2-({trans-4-[6-(cyclopropylmethoxy)-1,3-benzoxazol-2-yl]cyclohexyl}oxy)-1-methylethyl methanesulfonate 283 mg) and sodium azide (271 mg) in DMF (3 mL) was stirred at 60° C. overnight. The reaction mixture was allowed to cool to room temperature, and extracted with ethyl acetate and water. The obtained organic layer was washed with saturated brine, dried over anhydrous magnesium sulfate, and concentrated under reduced pressure. The obtained residue was purified by silica gel chrom... The reactants are S(C1=CC=CC(=C1)N(C)C)C. Reagents/catalysts: O1B(OC(C)(C)C1(C)C)B2OC(C)(C)C(O2)(C)C, FC(F)(F)C1OB(OC1)C=2C=CC=CC2C=3C=NC(=CC3)C4=NC=CC=C4, C[OH2+].C[OH2+].C1CC=CCCC=C1.C1CC=CCCC=C1.[Ir].[Ir]. Run in C=1C=C(C=CC1C)C. Run at temperature 55 celsius, time 24 hour. Yields the product O1B(OC(C)(C)C1(C)C)C2=CC=C(C=C2SC)N(C)C. Yield: 76.0%. Procedure details: Ligand 3f: A mixture of ortho- and meta-borylated products (111 mg, 76% yield, ortho/meta + para = >30); ortho-borylated product 4h was obtained by further purification by GPC (100 mg, 68% yield), yellow oil;